From a dataset of the Open Reaction Database (ORD), a public repository of structured organic reaction records. describe an organic reaction: reactants, conditions, products, and yield Starting materials: O (water), O=C1C=C(C(CC1)CC(=O)OCC)C1=CC=CC=C1 (ethyl (4-keto-2-phenyl cyclohex-2-enyl)acetate), O.C1(=CC=C(C=C1)S(=O)(=O)O)C (p-toluene sulphonic acid monohydrate), C(CO)O (ethylene glycol), C(CO)O (ethylene glycol). Solvent: C1=CC=CC=C1 (benzene). Run at time 2.5 hour. The product is ethylene ketal, O=C1CC(=C(CC1)CC(=O)OCC)C1=CC=CC=C1 (ethyl (4-keto-2-phenylcyclohex-1-enyl)acetate). Isolated yield 72.4%. RXN SMILES: [O:1]=[C:2]1[CH2:7][CH2:6][CH:5]([CH2:8][C:9]([O:11][CH2:12][CH3:13])=[O:10])[C:4]([C:14]2[CH:19]=[CH:18][CH:17]=[CH:16][CH:15]=2)=[CH:3]1.O.C1(C)C=CC(S(O)(=O)=O)=CC=1.C(O)CO.O>C1C=CC=CC=1>[O:1]=[C:2]1[CH2:7][CH2:6][C:5]([CH2:8][C:9]([O:11][CH2:12][CH3:13])=[O:10])=[C:4]([C:14]2[CH:15]=[CH:16][CH:17]=[CH:18][CH:19]=2)[CH2:3]1 |f:1.2|. Procedure details: A stirred solution of ethyl (4-keto-2-phenyl cyclohex-2-enyl)acetate (12.91 g.), p-toluene sulphonic acid monohydrate (0.95 g.) and ethylene glycol (2.93 ml.) in benzene (258 ml.) was heated under reflux using a Dean and Stark water separator for 2.5 hours. A further aliquot of ethylene glycol (0.7 ml.) was then added and the mixture heated under reflux for a further 3 hours. The reaction mixture was then cooled and the benzene evaporated. The residual mixture was dissolved in ether (500 ml.). T...